Dataset: the Open Reaction Database (ORD), a public repository of structured organic reaction records. Task: describe an organic reaction: reactants, conditions, products, and yield Reactants: Cbz, C(C1=CC=CC=C1)OC(N(C)C(C)C(NC(C(C)(C)C)C(=O)N1C2C(CC1)N(CC2OC2=CC(=C(C=C2)F)F)C2CCOCC2)=O)=O ((1-{1-[6-(3,4-Difluoro-phenoxy)-4-(tetrahydro-pyran-4-yl)-hexahydro-pyrrolo[3,2-b]pyrrole-1-carbonyl]-2,2-dimethyl-propylcarbamoyl}-ethyl)-methyl-carbamic acid benzyl ester), Pd on-carbon. Solvent: CO (MeOH). Run at time 4 hour. The product is FC=1C=C(OC2CN(C3C2N(CC3)C(=O)C(C(C)(C)C)NC(C(C)NC)=O)C3=NC=CC=N3)C=CC1F (N-{1-[6-(3,4-Difluoro-phenoxy)-4-pyrimidin-2-yl-hexahydro-pyrrolo[3,2-b]pyrrole-1-carbonyl]-2,2-dimethyl-propyl}-2-methylamino-propionamide). The yield is 64.5%. Reaction SMILES: C(O[C:9](=O)[N:10]([CH:12]([C:14](=[O:46])[NH:15][CH:16]([C:21]([N:23]1[CH2:27][CH2:26][CH:25]2[N:28]([CH:40]3CCOCC3)[CH2:29][CH:30]([O:31][C:32]3[CH:37]=[CH:36][C:35]([F:38])=[C:34]([F:39])[CH:33]=3)[CH:24]12)=[O:22])[C:17]([CH3:20])([CH3:19])[CH3:18])[CH3:13])C)C1C=CC=CC=1>CO>[F:39][C:34]1[CH:33]=[C:32]([CH:37]=[CH:36][C:35]=1[F:38])[O:31][CH:30]1[CH:24]2[N:23]([C:21]([CH:16]([NH:15][C:14](=[O:46])[CH:12]([NH:10][CH3:9])[CH3:13])[C:17]([CH3:19])([CH3:20])[CH3:18])=[O:22])[CH2:27][CH2:26][CH:25]2[N:28]([C:40]2[N:28]=[CH:29][CH:30]=[CH:24][N:23]=2)[CH2:29]1. Procedure details: The Cbz-protected intermediate 31 (180 mg, 0.27 mmol) was stirred vigorously with 10% Pd-on-carbon (wet, 100 mg, 0.09 mmol) in MeOH (20 mL) under 1 atm H2. After 4 h, the catalyst was removed by filtration with an Acrodisc® 0.45 μm nylon membrane syringe filter and the solvent was removed in vacuo. The crude product was purified by reverse-phase HPLC (2″ Dynamax® C18, 10-55% ACN/water containing 0.1% HOAc over 20 min; Flow: 40 mL/min) to afford 45 mg of 32 (32%, 3 steps) as a flocculent, white s... Starting materials: ClC1=C(C=CC=C1)Cl (o-dichlorobenzene), ClC1=C(N)C=CC(=C1)C(F)(F)F (2-chloro-4-trifluoromethylaniline), ClC1=C(C=C(C=C1)C(F)(F)F)S(=O)(=O)Cl (2-chloro-5-trifluoromethylbenzenesulfonylchloride). Run in N1=CC=CC=C1 (pyridine). Reaction conditions: time 8 hour. Yields the product ClC1=C(C=CC(=C1)C(F)(F)F)NS(=O)(=O)C1=C(C=CC(=C1)C(F)(F)F)Cl (N-(2-chloro-4-trifluoromethylphenyl)-2-chloro-5-trifluoromethylbenzenesulfonamide). Reaction SMILES: ClC1C=CC=CC=1Cl.[Cl:9][C:10]1[CH:16]=[C:15]([C:17]([F:20])([F:19])[F:18])[CH:14]=[CH:13][C:11]=1[NH2:12].[Cl:21][C:22]1[CH:27]=[CH:26][C:25]([C:28]([F:31])([F:30])[F:29])=[CH:24][C:23]=1[S:32](Cl)(=[O:34])=[O:33]>N1C=CC=CC=1>[Cl:9][C:10]1[CH:16]=[C:15]([C:17]([F:18])([F:19])[F:20])[CH:14]=[CH:13][C:11]=1[NH:12][S:32]([C:23]1[CH:24]=[C:25]([C:28]([F:29])([F:30])[F:31])[CH:26]=[CH:27][C:22]=1[Cl:21])(=[O:34])=[O:33]. Procedure details: In a 400 ml flask, 200 ml of o-dichlorobenzene, 1 ml of pyridine and 2.0 g (0.01 mole) of 2-chloro-4-trifluoromethylaniline were charged. While stirring the contents, 2.8 g (0.01 mole) of 2-chloro-5-trifluoromethylbenzenesulfonylchloride was added dropwise at room temperature over 5 minutes. Thereafter, the reaction mixture was heated and stirred for 8 hours under reflux (175°-180° C.). After cooling the reaction mixture to room temperature, it was thoroughly washed first with dilute hydrochlori... Starting materials: CC(C)C[Al+]CC(C)C, Cc1ccccc1, COC(=O)c1ccc(C(C)(C)C)cc1Cl, ClCCl, Cl, [H-]. Product: CC(C)(C)c1ccc(CO)c(Cl)c1. RXN SMILES: [CH2:17]([Al+:18][CH2:19][CH:20]([CH3:21])[CH3:22])[CH:23]([CH3:24])[CH3:25].[CH3:30][c:31]1[cH:32][cH:33][cH:34][cH:35][cH:36]1.[Cl:1][c:2]1[c:3]([C:4](=[O:5])[O:6][CH3:7])[cH:8][cH:9][c:10]([C:12]([CH3:13])([CH3:14])[CH3:15])[cH:11]1.[Cl:27][CH2:28][Cl:29].[ClH:26].[H-:16]>>[Cl:1][c:2]1[c:3]([CH2:4][OH:5])[cH:8][cH:9][c:10]([C:12]([CH3:13])([CH3:14])[CH3:15])[cH:11]1. Starting materials: ice water, C(C)OC(=O)N1C(CCC1(C)C)=O (1-ethoxycarbonyl-5,5-dimethylpyrrolidin-2-one), C[Si](N[Si](C)(C)C)(C)C.[Li] (lithium hexamethyldisilazane), C(C)(C)(C)C=1C=C(C=O)C=C(C1O[Si](C)(C)C)C(C)(C)C (3,5-di-tert-butyl-4-trimethylsiloxybenzaldehyde), C1(=CC=C(C=C1)S(=O)(=O)O)C (p-toluenesulfonic acid). Solvent: C1(=CC=CC=C1)C (toluene), C1CCOC1 (THF), C1CCOC1 (THF). Reaction conditions: time 2 hour. Product: C(C)OC(=O)N1C(C(CC1(C)C)=CC1=CC(=C(C(=C1)C(C)(C)C)O)C(C)(C)C)=O (1-ethoxycarbonyl-3-(3,5-di-tert-butyl-4-hydroxybenzylidene)-5,5-dimethylpyrrolidin-2-one). Reaction SMILES: [CH2:1]([O:3][C:4]([N:6]1[C:10]([CH3:12])([CH3:11])[CH2:9][CH2:8][C:7]1=[O:13])=[O:5])[CH3:2].C[Si](C)(C)N[Si](C)(C)C.[Li].[C:24]([C:28]1[CH:29]=[C:30]([CH:33]=[C:34]([C:41]([CH3:44])([CH3:43])[CH3:42])[C:35]=1[O:36][Si](C)(C)C)[CH:31]=O)([CH3:27])([CH3:26])[CH3:25].C1(C)C=CC(S(O)(=O)=O)=CC=1>C1COCC1.C1(C)C=CC=CC=1>[CH2:1]([O:3][C:4]([N:6]1[C:10]([CH3:12])([CH3:11])[CH2:9][C:8](=[CH:31][C:30]2[CH:29]=[C:28]([C:24]([CH3:25])([CH3:27])[CH3:26])[C:35]([OH:36])=[C:34]([C:41]([CH3:44])([CH3:43])[CH3:42])[CH:33]=2)[C:7]1=[O:13])=[O:5])[CH3:2] |f:1.2,^1:22|. Procedure details: To a chilled solution (-70° C.) of 1.657 g (8.95 mmol) of the thus obtained 1-ethoxycarbonyl-5,5-dimethylpyrrolidin-2-one in THF (45 ml) was added 9 ml of a THF solution of 1.0M lithium hexamethyldisilazane under a nitrogen atmosphere. Five minutes later, 2.74 g (9 mmol) of 3,5-di-tert-butyl-4-trimethylsiloxybenzaldehyde was added thereto and the mixture was stirred at room temperature for 2 hours. The reaction mixture was then poured into ice-water and extracted with dichloromethane. The dichlo... Starting materials: [H-], CI, [Na+], CN(C)C=O, CC(O)C(C)c1ccccc1. Product: COC(C)C(C)c1ccccc1. Reaction SMILES: [H-:2].[I:14][CH3:15].[Na+:1].[O:16]=[CH:17][N:18]([CH3:19])[CH3:20].[c:3]1([CH:9]([CH:10]([CH3:11])[OH:12])[CH3:13])[cH:4][cH:5][cH:6][cH:7][cH:8]1>>[c:3]1([CH:9]([CH:10]([CH3:11])[O:12][CH3:15])[CH3:13])[cH:4][cH:5][cH:6][cH:7][cH:8]1. The reactants are C1(=CC=CC=C1)N1C(=NC=2C1=NC=CC2)[C@H](CC)N ((S)-1-(3-phenyl-3H-imidazo[4,5-b]pyridin-2-yl)propylamine), ClC1=C2N=CN(C2=NC=N1)C1OCCCC1 (6-chloro-9-(tetrahydropyran-2-yl)-9H-purine), CCN(C(C)C)C(C)C (DIPEA). Run in C(CCC)O (n-butanol). Reaction conditions: temperature 90 celsius. Yields the product C1(=CC=CC=C1)N1C(=NC=2C1=NC=CC2)[C@H](CC)NC2=C1N=CNC1=NC=N2 ([(S)-1-(3-Phenyl-3H-imidazo [4,5-b]pyridin-2-yl)-propyl]-(9H-purin-6-yl)-amine). Isolated yield 21.6%. As a reaction SMILES: [C:1]1([N:7]2[C:11]3=[N:12][CH:13]=[CH:14][CH:15]=[C:10]3[N:9]=[C:8]2[C@@H:16]([NH2:19])[CH2:17][CH3:18])[CH:6]=[CH:5][CH:4]=[CH:3][CH:2]=1.Cl[C:21]1[N:29]=[CH:28][N:27]=[C:26]2[C:22]=1[N:23]=[CH:24][N:25]2C1CCCCO1.CCN(C(C)C)C(C)C>C(O)CCC>[C:1]1([N:7]2[C:11]3=[N:12][CH:13]=[CH:14][CH:15]=[C:10]3[N:9]=[C:8]2[C@@H:16]([NH:19][C:21]2[N:29]=[CH:28][N:27]=[C:26]3[C:22]=2[N:23]=[CH:24][NH:25]3)[CH2:17][CH3:18])[CH:2]=[CH:3][CH:4]=[CH:5][CH:6]=1. Procedure: A mixture of (S)-1-(3-phenyl-3H-imidazo[4,5-b]pyridin-2-yl)propylamine (430 mg, 1.70 mmol), 6-chloro-9-(tetrahydropyran-2-yl)-9H-purine (560 mg, 2.39 mmol) and DIPEA (0.54 mL, 3.07 mmol) in n-butanol (3 mL) was heated at 90° C. in a sealed vial for 16 h. After cooling to RT, the crude reaction mixture was loaded onto an Isolute® SCX-2 cartridge and washed with MeOH followed by 2M NH3/MeOH. The basic fractions were combined and concentrated in vacuo. The resulting residue was purified by column c... The product is CCOC(=O)c1c(-c2ccccc2)nc(-c2ccccc2)nc1-c1ccc(Cl)cc1Cl. Reaction SMILES: [C:36](=[O:37])([O-:38])[O-:39].[CH3:42][c:43]1[cH:44][cH:45][cH:46][cH:47][cH:48]1.[CH3:49][CH2:50][O:51][C:52]([CH3:53])=[O:54].[Cl:1][c:2]1[n:3][c:4](-[c:21]2[cH:22][cH:23][cH:24][cH:25][cH:26]2)[n:5][c:6](-[c:13]2[c:14]([Cl:20])[cH:15][c:16]([Cl:19])[cH:17][cH:18]2)[c:7]1[C:8](=[O:9])[O:10][CH2:11][CH3:12].[Na+:40].[Na+:41].[c:27]1([B:33]([OH:34])[OH:35])[cH:28][cH:29][cH:30][cH:31][cH:32]1.[cH:55]1[cH:56][cH:57][c:58]([P:59]([Pd:60]([P:61]([c:62]2[cH:63][cH:64][cH:65][cH:66][cH:67]2)([c:68]2[cH:69][cH:70][cH:71][cH:72][cH:73]2)[c:74]2[cH:75][cH:76][cH:77][cH:78][cH:79]2)([P:80]([c:81]2[cH:82][cH:83][cH:84][cH:85][cH:86]2)([c:87]2[cH:88][cH:89][cH:90][cH:91][cH:92]2)[c:93]2[cH:94][cH:95][cH:96][cH:97][cH:98]2)[P:99]([c:100]2[cH:101][cH:102][cH:103][cH:104][cH:105]2)([c:106]2[cH:107][cH:108][cH:109][cH:110][cH:111]2)[c:112]2[cH:113][cH:114][cH:115][cH:116][cH:117]2)([c:118]2[cH:119][cH:120][cH:121][cH:122][cH:123]2)[c:124]2[cH:125][cH:126][cH:127][cH:128][cH:129]2)[cH:130][cH:131]1>>[c:2]1(-[c:27]2[cH:28][cH:29][cH:30][cH:31][cH:32]2)[n:3][c:4](-[c:21]2[cH:22][cH:23][cH:24][cH:25][cH:26]2)[n:5][c:6](-[c:13]2[c:14]([Cl:20])[cH:15][c:16]([Cl:19])[cH:17][cH:18]2)[c:7]1[C:8](=[O:9])[O:10][CH2:11][CH3:12]. The reactants are O=C([O-])[O-], Cc1ccccc1, CCOC(C)=O, CCOC(=O)c1c(Cl)nc(-c2ccccc2)nc1-c1ccc(Cl)cc1Cl, [Na+], [Na+], OB(O)c1ccccc1, c1ccc(P(c2ccccc2)(c2ccccc2)[Pd](P(c2ccccc2)(c2ccccc2)c2ccccc2)(P(c2ccccc2)(c2ccccc2)c2ccccc2)P(c2ccccc2)(c2ccccc2)c2ccccc2)cc1. Reactants: [Br-], [Li]CCCC, CCOC(=O)C(F)(F)F, CCCCCC, CC(C)=CC[P+](c1ccccc1)(c1ccccc1)c1ccccc1, C1CCOC1, O. The product is CCOC(=CC=C(C)C)C(F)(F)F. Reaction SMILES: [Br-:6].[CH2:1]([Li:2])[CH2:3][CH2:4][CH3:5].[CH2:31]([CH3:32])[O:33][C:34]([C:35]([F:36])([F:37])[F:38])=[O:39].[CH3:41][CH2:42][CH2:43][CH2:44][CH2:45][CH3:46].[CH3:7][C:8](=[CH:9][CH2:10][P+:11]([c:12]1[cH:13][cH:14][cH:15][cH:16][cH:17]1)([c:18]1[cH:19][cH:20][cH:21][cH:22][cH:23]1)[c:24]1[cH:25][cH:26][cH:27][cH:28][cH:29]1)[CH3:30].[O:47]1[CH2:48][CH2:49][CH2:50][CH2:51]1.[OH2:40]>>[CH3:7][C:8](=[CH:9][CH:10]=[C:34]([O:33][CH2:31][CH3:32])[C:35]([F:36])([F:37])[F:38])[CH3:30]. Reactants: C1CNC1, [Li], O=C(O)c1ccc(COc2ccc(C(=O)N3CCCC3CN3CCCC3)cc2)cc1. The product is O=C(c1ccc(COc2ccc(C(=O)N3CCCC3CN3CCCC3)cc2)cc1)N1CCC1. RXN SMILES: [CH2:32]1[CH2:33][NH:34][CH2:35]1.[Li:1].[N:2]1([CH2:7][CH:8]2[N:9]([C:13](=[O:14])[c:15]3[cH:16][cH:17][c:18]([O:19][CH2:20][c:21]4[cH:22][cH:23][c:24]([C:25](=[O:26])[OH:27])[cH:28][cH:29]4)[cH:30][cH:31]3)[CH2:10][CH2:11][CH2:12]2)[CH2:3][CH2:4][CH2:5][CH2:6]1>>[N:2]1([CH2:7][CH:8]2[N:9]([C:13](=[O:14])[c:15]3[cH:16][cH:17][c:18]([O:19][CH2:20][c:21]4[cH:22][cH:23][c:24]([C:25](=[O:27])[N:34]5[CH2:33][CH2:32][CH2:35]5)[cH:28][cH:29]4)[cH:30][cH:31]3)[CH2:10][CH2:11][CH2:12]2)[CH2:3][CH2:4][CH2:5][CH2:6]1.